From a dataset of the Open Reaction Database (ORD), a public repository of structured organic reaction records. describe an organic reaction: reactants, conditions, products, and yield Reactants: C1(=CC=CC=C1)COC(=O)N[C@@H](CCO)C(=O)O (N-[(phenylmethoxy)carbonyl]-L-homoserine), CC(C)(C)[Si](C)(C)Cl ((1,1-dimethylethyl)dimethylsilyl chloride), N1C=NC=C1 (imidazole). Solvent: CN(C=O)C (dimethylformamide), CO (methanol). Conditions: time 24 hour. Yields the product C1(=CC=CC=C1)COC(=O)N[C@@H](CCO[Si](C)(C)C(C)(C)C)C(=O)O (N-[(Phenylmethoxy) carbonyl]-O-[(1,1-dimethylethyl) dimethylsilyl]-L-homoserine). As a reaction SMILES: [C:1]1([CH2:7][O:8][C:9]([NH:11][C@H:12]([C:16]([OH:18])=[O:17])[CH2:13][CH2:14][OH:15])=[O:10])[CH:6]=[CH:5][CH:4]=[CH:3][CH:2]=1.[CH3:19][C:20]([Si:23](Cl)([CH3:25])[CH3:24])([CH3:22])[CH3:21].N1C=CN=C1>CN(C)C=O.CO>[C:1]1([CH2:7][O:8][C:9]([NH:11][C@H:12]([C:16]([OH:18])=[O:17])[CH2:13][CH2:14][O:15][Si:23]([C:20]([CH3:22])([CH3:21])[CH3:19])([CH3:25])[CH3:24])=[O:10])[CH:2]=[CH:3][CH:4]=[CH:5][CH:6]=1. Procedure: A solution of N-[(phenylmethoxy)carbonyl]-L-homoserine [prepared as described in Example 6(a), 3.0 g., 11.85 mmol.] in dry dimethylformamide (65 ml.) was treated with [(1,1-dimethylethyl)dimethylsilyl chloride (10.72 g., 71.1 mmol.) and imidazole (9.65 g, 0.14 mol.) and stirred at room temperature under argon for 24 hours. The reaction mixture was diluted with methanol (207 ml.), stirred for another 24 hours at room temperature and then concentrated to a syrup. The residual syrup was dissolved i...